From a dataset of the Open Reaction Database (ORD), a public repository of structured organic reaction records. describe an organic reaction: reactants, conditions, products, and yield The reactants are solution, Cl (hydrogen chloride), C(C)N(CCOCCC=1C=CC(=C(C1)C(C)=O)OC)CC (1-(5-{2-[2-(diethylamino)ethoxy]ethyl}-2-methoxyphenyl)-1-ethanone), [OH-].[Na+] (sodium hydroxide), Ice water, C(Cl)(Cl)Cl (chloroform), aqueous solution. Run in C(C)(=O)OCC (ethyl acetate), C(C)(=O)OCC (ethyl acetate). Run at time 2 hour. Product: C(C)N(CCOCCC=1C=CC(=C(C1)C(C)=O)O)CC (1-(5-{2-[2-(diethylamino)ethoxy]ethyl}-2-hydroxyphenyl)-1-ethanone). Isolated yield 96.3%. RXN SMILES: [CH2:1]([N:3]([CH2:20][CH3:21])[CH2:4][CH2:5][O:6][CH2:7][CH2:8][C:9]1[CH:10]=[CH:11][C:12]([O:18]C)=[C:13]([C:15](=[O:17])[CH3:16])[CH:14]=1)[CH3:2].Cl.C(Cl)(Cl)Cl.[OH-].[Na+]>C(OCC)(=O)C>[CH2:20]([N:3]([CH2:1][CH3:2])[CH2:4][CH2:5][O:6][CH2:7][CH2:8][C:9]1[CH:10]=[CH:11][C:12]([OH:18])=[C:13]([C:15](=[O:17])[CH3:16])[CH:14]=1)[CH3:21] |f:3.4|. Procedure: In 5.0 mL of ethyl acetate is dissolved 1.20 g of 1-(5-{2-[2-(diethylamino)ethoxy]ethyl}-2-methoxyphenyl)-1-ethanone, to which is added 1.1 mL of 3.7 mol/L solution of dry hydrogen chloride in ethyl acetate. The solvent is distilled off under reduced pressure. The residue is dissolved in 6.0 mL of methylene chloride, to which are successively added at an ice-cooled temperature 1.60 g of aluminum chloride and 0.70 g of sodium iodide. The mixture thus obtained is stirred at ambient temperature for... The reactants are CS(=O)(=O)Cl (methanesulfonyl chloride), ClC1=C(C=C(OC2=CC=C(C(=O)N)C=C2)C=C1)C(F)(F)F (4-[4-chloro-3-(trifluoromethyl)phenoxy]benzamide), C[Si]([N-][Si](C)(C)C)(C)C.[Li+] (lithium 1,1,1,3,3,3-hexamethyldisilazan-2-ide). Run in C1CCOC1 (THF), C1CCOC1 (THF). Conditions: time 30 minute. Product: ClC1=C(C=C(OC2=CC=C(C(=O)NS(=O)(=O)C)C=C2)C=C1)C(F)(F)F (4-[4-chloro-3-(trifluoromethyl)phenoxy]-N-(methylsulfonyl)benzamide). Yield: 67.7%. RXN SMILES: [Cl:1][C:2]1[CH:17]=[CH:16][C:5]([O:6][C:7]2[CH:15]=[CH:14][C:10]([C:11]([NH2:13])=[O:12])=[CH:9][CH:8]=2)=[CH:4][C:3]=1[C:18]([F:21])([F:20])[F:19].C[Si](C)(C)[N-][Si](C)(C)C.[Li+].[CH3:32][S:33](Cl)(=[O:35])=[O:34]>C1COCC1>[Cl:1][C:2]1[CH:17]=[CH:16][C:5]([O:6][C:7]2[CH:8]=[CH:9][C:10]([C:11]([NH:13][S:33]([CH3:32])(=[O:35])=[O:34])=[O:12])=[CH:14][CH:15]=2)=[CH:4][C:3]=1[C:18]([F:19])([F:20])[F:21] |f:1.2|. Reported procedure: To a solution of 4-[4-chloro-3-(trifluoromethyl)phenoxy]benzamide (Preparation 46, 38 g, 120 mmol) in anhydrous THF (200 ml) was added 1.0M lithium 1,1,1,3,3,3-hexamethyldisilazan-2-ide solution in THF (301 ml, 301 mmol) at room temperature via syringe. After 30 minutes stirring, methanesulfonyl chloride (34.5 g, 301 mmol) was added to the reaction mixture, and the resulting mixture was stirred for 18 hours at room temperature. The reaction was quenched by addition of saturated aqueous NH4Cl sol...